Dataset: the Open Reaction Database (ORD), a public repository of structured organic reaction records. Task: describe an organic reaction: reactants, conditions, products, and yield Starting materials: [K+], O=[N+]([O-])[O-], O=S(=O)(O)O, CNc1ccc(-c2ccc3nonc3c2)cc1. The product is CNc1ccc(-c2ccc3nonc3c2)cc1[N+](=O)[O-]. RXN SMILES: [K+:18].[O-:19][N+:20]([O-:21])=[O:22].[S:23](=[O:24])(=[O:25])([OH:26])[OH:27].[n:1]1[c:2]2[c:3]([n:4][o:5]1)[cH:6][c:7](-[c:10]1[cH:11][cH:12][c:13]([NH:16][CH3:17])[cH:14][cH:15]1)[cH:8][cH:9]2>>[n:1]1[c:2]2[c:3]([n:4][o:5]1)[cH:6][c:7](-[c:10]1[cH:11][cH:12][c:13]([NH:16][CH3:17])[c:14]([N+:20](=[O:19])[O-:21])[cH:15]1)[cH:8][cH:9]2. Starting materials: Cc1ccc(NC(=O)c2cccc(C3(C#N)CC3)c2)cc1O, O=C([O-])[O-], O=[N+]([O-])c1ccc(F)cc1, [K+], [K+]. Product: Cc1ccc(NC(=O)c2cccc(C3(C#N)CC3)c2)cc1Oc1ccc([N+](=O)[O-])cc1. Reaction SMILES: [C:1](#[N:2])[C:3]1([c:6]2[cH:7][c:8]([C:9](=[O:10])[NH:11][c:12]3[cH:13][c:14]([OH:19])[c:15]([CH3:18])[cH:16][cH:17]3)[cH:20][cH:21][cH:22]2)[CH2:4][CH2:5]1.[C:33](=[O:34])([O-:35])[O-:36].[F:23][c:24]1[cH:25][cH:26][c:27]([N+:30](=[O:31])[O-:32])[cH:28][cH:29]1.[K+:37].[K+:38]>>[C:1](#[N:2])[C:3]1([c:6]2[cH:7][c:8]([C:9](=[O:10])[NH:11][c:12]3[cH:13][c:14]([O:19][c:24]4[cH:25][cH:26][c:27]([N+:30](=[O:31])[O-:32])[cH:28][cH:29]4)[c:15]([CH3:18])[cH:16][cH:17]3)[cH:20][cH:21][cH:22]2)[CH2:4][CH2:5]1. Starting materials: CC1=CC=2C(=NC=CC2)N1 (2-methylpyrrolo[2,3-b]pyridine), S(=O)(=O)(Cl)Cl (sulfuryl chloride). The solvent is C(C)(=O)O (acetic acid). The product is ClC1=C(NC2=NC=CC=C21)C (3-chloro-2-methylpyrrolo[2,3-b]pyridine). Yield: 51.0%. Reaction SMILES: [CH3:1][C:2]1[NH:10][C:5]2=[N:6][CH:7]=[CH:8][CH:9]=[C:4]2[CH:3]=1.S(Cl)([Cl:14])(=O)=O>C(O)(=O)C>[Cl:14][C:3]1[C:4]2[C:5](=[N:6][CH:7]=[CH:8][CH:9]=2)[NH:10][C:2]=1[CH3:1]. Procedure details: To a solution of 0,7 g (5.3 mmol) of 2-methylpyrrolo[2,3-b]pyridine in 2,5 ml glacial acetic acid was added dropwise 0,8 g (5.9 mmol) of sulfuryl chloride at room temperature and with stirring. The reaction mixture was stirred for 1 hour. The solvent was evaporated and the residue was partitioned between methylene chloride and a saturated sodium bicarbonate solution. The organic layer was dried over sodium sulfate and the solvent was evaporated. The residue was crystallized from ether: ethyl ace... The reactants are urethanes, C(C(=C)C)(=O)OCCCCCCCCCCCC (Lauryl methacrylate), C(CCCCCCCCCCC=CCC)O (pentadeca-12-ene-1-ol), Methacrylated ricinoleic acid, Triglycerides, Unsaturated fatty acids, Ethylenic, fatty alcohols, C(CCCCCCC\C=C/CCCCCCCC)(=O)N (Oleamide), C(CCCCCCC\C=C/CCCCCCCC)O (Oleyl alcohol), fatty acid, castor oil, Acrylated ricinoleic acid, C(CCCCCCC\C=C/CCCCCCCC)(=O)O (Oleic acid). Product: C=CCCCCCCCCCCCCCCCC (Octadecene). As a reaction SMILES: C(OCCCCCCCCCCCC)(=O)C(C)=C.[C:19](O)(=O)[CH2:20][CH2:21][CH2:22][CH2:23][CH2:24][CH2:25][CH2:26]/[CH:27]=[CH:28]\[CH2:29][CH2:30][CH2:31][CH2:32][CH2:33][CH2:34][CH2:35][CH3:36].C(O)CCCCCCC/C=C\CCCCCCCC.C(O)CCCCCCCCCCC=CCC.C(N)(=O)CCCCCCC/C=C\CCCCCCCC>>[CH2:19]=[CH:20][CH2:21][CH2:22][CH2:23][CH2:24][CH2:25][CH2:26][CH2:27][CH2:28][CH2:29][CH2:30][CH2:31][CH2:32][CH2:33][CH2:34][CH2:35][CH3:36]. Procedure details: Lauryl methacrylate; Acrylated castor oil; Acrylated ricinoleic acid; Methacrylated ricinoleic acid; Soya Bean Oil; Unsaturated fatty acids, e.g. Oleic acid, tallow fatty acid; Unsaturated fatty alcohols, e.g. Oleyl alcohol, pentadeca-12-ene-1-ol.; Oleamide; Triglycerides, e.g. tall oil, ting oil; Ethylenic unsaturated urethanes; Acrylic unsaturated urethanes; Air drying short oil alkyds; Alkyl and Aryl Esters of maleic anhydride, singly or in combination. The reactants are C(C)OC(C(CCCCN1C([C@H](CC1C)CCC1(OCCO1)C)=O)C=1C=NC(=CC1)OC)=O ((6-Methoxy-pyridin-3-yl)-6-{5-methyl-3(S)-[2-(2-methyl-[1,3]dioxolan-2-yl)-ethyl]-2-oxo-pyrrolidin-1-yl}-hexanoic Acid Ethyl Ester), C1(=CC=C(C=C1)S(=O)(=O)O)C (p-toluenesulfonic acid). The solvent is CC(=O)C (acetone). The product is C(C)OC(C(CCCCN1C(C(CC1C)CCC(C)=O)=O)C=1C=NC(=CC1)OC)=O ((6-Methoxy-pyridin-3-yl)-6-[5-methyl-2-oxo-3-(3-oxo-butyl)-pyrrolidin-1-yl]-hexanoic Acid Ethyl Ester). As a reaction SMILES: [CH2:1]([O:3][C:4](=[O:33])[CH:5]([C:25]1[CH:26]=[N:27][C:28]([O:31][CH3:32])=[CH:29][CH:30]=1)[CH2:6][CH2:7][CH2:8][CH2:9][N:10]1[CH:14]([CH3:15])[CH2:13][C@H:12]([CH2:16][CH2:17][C:18]2([CH3:23])OCC[O:19]2)[C:11]1=[O:24])[CH3:2].C1(C)C=CC(S(O)(=O)=O)=CC=1>CC(C)=O>[CH2:1]([O:3][C:4](=[O:33])[CH:5]([C:25]1[CH:26]=[N:27][C:28]([O:31][CH3:32])=[CH:29][CH:30]=1)[CH2:6][CH2:7][CH2:8][CH2:9][N:10]1[CH:14]([CH3:15])[CH2:13][CH:12]([CH2:16][CH2:17][C:18](=[O:19])[CH3:23])[C:11]1=[O:24])[CH3:2]. Procedure details: To a stirred solution of 3-4 (1.1 g) in acetone (50 mL) was added p-toluenesulfonic acid (470 mg) and the mixture was heated at reflux for 2 h, then cooled to ambient temperature. The reaction mixture was concentrated at reduced pressure and the residue was diluted with ethyl acetate, washed with saturated aqueous sodium hydrogen carbonate, saturated aqueous sodium chloride, and dried over anhydrous magnesium sulfate. The reaction mixture was filtered and concentrated at reduced pressure to give...